Dataset: the Open Reaction Database (ORD), a public repository of structured organic reaction records. Task: describe an organic reaction: reactants, conditions, products, and yield Product: IC=1C=C(C(=O)Cl)C=CC1OC1CN(CC1)C(=O)N1CCCC1 (3-Iodo-4-[1-(pyrrolidine-1-carbonyl)-pyrrolidin-3-yloxy]-benzoyl chloride). Reported procedure: To a solution of compound 34e (166 mg, 0.39 mmol) in THF (4 mL) was added oxalyl dichloride (43 μL, 0.50 mmol) dropwise at 0° C., followed by the addition of 2 drops of DMF. The resulting mixture was stirred at 0° C. for 3 h, warmed to room temperature, and stirred for 18 h. The solvents were removed under reduced pressure. The resultant residue, compound 34f, was dried under reduced pressure for 2 h and used in the following step without further purification. Run in C1CCOC1 (THF). The reagents and catalysts are CN(C)C=O (DMF). Run at temperature 0 celsius, time 3 hour. RXN SMILES: [I:1][C:2]1[CH:3]=[C:4]([CH:8]=[CH:9][C:10]=1[O:11][CH:12]1[CH2:16][CH2:15][N:14]([C:17]([N:19]2[CH2:23][CH2:22][CH2:21][CH2:20]2)=[O:18])[CH2:13]1)[C:5](O)=[O:6].C(Cl)(=O)C([Cl:27])=O>C1COCC1.CN(C=O)C>[I:1][C:2]1[CH:3]=[C:4]([CH:8]=[CH:9][C:10]=1[O:11][CH:12]1[CH2:16][CH2:15][N:14]([C:17]([N:19]2[CH2:23][CH2:22][CH2:21][CH2:20]2)=[O:18])[CH2:13]1)[C:5]([Cl:27])=[O:6]. Reactants: IC=1C=C(C(=O)O)C=CC1OC1CN(CC1)C(=O)N1CCCC1 (3-Iodo-4-[1-(pyrrolidine-1-carbonyl)-pyrrolidin-3-yloxy]-benzoic acid), C(C(=O)Cl)(=O)Cl (oxalyl dichloride). The reactants are [Br-], CCS(N)(=O)=O, Cc1ccccc1, CC(C)[O-], CC(C)[O-], CC(C)[O-], CC(C)[O-], [Mg+]C1CC1, N#Cc1ccc(-c2cncc(C=O)c2)cc1Cl, [Ti+4]. Product: CCS(=O)(=O)NC(c1cncc(-c2ccc(C#N)c(Cl)c2)c1)C1CC1. RXN SMILES: [Br-:24].[CH2:18]([CH3:19])[S:20](=[O:21])(=[O:22])[NH2:23].[CH3:29][c:30]1[cH:31][cH:32][cH:33][cH:34][cH:35]1.[CH3:36][CH:37]([CH3:38])[O-:39].[CH3:41][CH:42]([CH3:43])[O-:44].[CH3:45][CH:46]([CH3:47])[O-:48].[CH3:49][CH:50]([CH3:51])[O-:52].[CH:25]1([Mg+:28])[CH2:26][CH2:27]1.[Cl:1][c:2]1[c:3]([C:4]#[N:5])[cH:6][cH:7][c:8](-[c:10]2[cH:11][n:12][cH:13][c:14]([CH:16]=[O:17])[cH:15]2)[cH:9]1.[Ti+4:40]>>[Cl:1][c:2]1[c:3]([C:4]#[N:5])[cH:6][cH:7][c:8](-[c:10]2[cH:11][n:12][cH:13][c:14]([CH:16]([NH:23][S:20]([CH2:18][CH3:19])(=[O:21])=[O:22])[CH:25]3[CH2:26][CH2:27]3)[cH:15]2)[cH:9]1. Reactants: ClC1=NC=C(C(=N1)NC(C)C)C(C)=O (1-(2-chloro-4-isopropylamino-pyrimidin-5-yl)-ethanone), C[S-].[Na+] (sodium thiomethoxide). Run in C(C)(=O)OCC (ethyl acetate), O1CCOCC1 (dioxane). Conditions: temperature 20 celsius, time 16 hour. The product is C(C)(C)NC1=NC(=NC=C1C(C)=O)SC (1-(4-isopropylamino-2-methylsulphanyl-pyrimidin-5-yl)-ethanone). RXN SMILES: Cl[C:2]1[N:7]=[C:6]([NH:8][CH:9]([CH3:11])[CH3:10])[C:5]([C:12](=[O:14])[CH3:13])=[CH:4][N:3]=1.[CH3:15][S-:16].[Na+]>O1CCOCC1.C(OCC)(=O)C>[CH:9]([NH:8][C:6]1[C:5]([C:12](=[O:14])[CH3:13])=[CH:4][N:3]=[C:2]([S:16][CH3:15])[N:7]=1)([CH3:11])[CH3:10] |f:1.2|. Procedure: 1-(2-chloro-4-isopropylamino-pyrimidin-5-yl)-ethanone (11.1 g, 0.052 mol) and sodium thiomethoxide (5.75 g, 0.078 mol) are taken up in 100 mL dioxane and stirred for 16 h at 20° C. The solvent is eliminated in vacuo, the residue is taken up in ethyl acetate and extracted 2× with water. The organic phase is dried, the solvent is eliminated in vacuo and 1-(4-isopropylamino-2-methylsulphanyl-pyrimidin-5-yl)-ethanone (HPLC-MS: tRet.=1.82 min, MS(M+H)+=226; method FECB3) is obtained. Reactants: BrC1=CC=C(C=C1)C(C\C(=N/O)\C=1C=CC(N(C1)C)=O)C1=C(C=CC=C1)C (5-{3-(4-Bromo-phenyl)-1-[(E)-hydroxyimino]-3-o-tolyl-propyl}-1-methyl-1H-pyridin-2-one), C(=O)(O)C=1C=C(C=CC1)B(O)O (3-carboxyphenylboronic acid), O (water), C([O-])([O-])=O.[Na+].[Na+] (sodium carbonate). Reagents/catalysts: [CH-]1C=CC(=C1)P(C2=CC=CC=C2)C3=CC=CC=C3.[CH-]1C=CC(=C1)P(C2=CC=CC=C2)C3=CC=CC=C3.Cl[Pd]Cl.[Fe+2] (dichloro(1,1′-bis(diphenylphosphino)ferrocene)-palladium(II) dichloromethane adduct). The solvent is O1CCOCC1 (1,4-dioxane). Product: O\N=C(/CC(C1=C(C=CC=C1)C)C1=CC=C(C=C1)C1=CC(=CC=C1)C(=O)O)\C1=CN(C(C=C1)=O)C (4′-[3-[(E)-Hydroxyimino]-3-(1-methyl-6-oxo-1,6-dihydro-pyridin-3-yl)-1-o-tolyl-propyl]-biphenyl-3-carboxylic acid). Reaction SMILES: Br[C:2]1[CH:7]=[CH:6][C:5]([CH:8]([C:21]2[CH:26]=[CH:25][CH:24]=[CH:23][C:22]=2[CH3:27])[CH2:9]/[C:10](/[C:13]2[CH:14]=[CH:15][C:16](=[O:20])[N:17]([CH3:19])[CH:18]=2)=[N:11]\[OH:12])=[CH:4][CH:3]=1.[C:28]([C:31]1[CH:32]=[C:33](B(O)O)[CH:34]=[CH:35][CH:36]=1)([OH:30])=[O:29].O.C(=O)([O-])[O-].[Na+].[Na+]>O1CCOCC1.[CH-]1C=C(P(C2C=CC=CC=2)C2C=CC=CC=2)C=C1.[CH-]1C=C(P(C2C=CC=CC=2)C2C=CC=CC=2)C=C1.Cl[Pd]Cl.[Fe+2]>[OH:12]/[N:11]=[C:10](/[C:13]1[CH:14]=[CH:15][C:16](=[O:20])[N:17]([CH3:19])[CH:18]=1)\[CH2:9][CH:8]([C:5]1[CH:6]=[CH:7][C:2]([C:33]2[CH:34]=[CH:35][CH:36]=[C:31]([C:28]([OH:30])=[O:29])[CH:32]=2)=[CH:3][CH:4]=1)[C:21]1[CH:26]=[CH:25][CH:24]=[CH:23][C:22]=1[CH3:27] |f:3.4.5,7.8.9.10|. Reported procedure: In analogy to example 166, step 1, 5-{3-(4-bromo-phenyl)-1-[(E)-hydroxyimino]-3-o-tolyl-propyl}-1-methyl-1H-pyridin-2-one (example 162, step 4) was reacted with 3-carboxyphenylboronic acid in the presence of dichloro(1,1′-bis(diphenylphosphino)ferrocene)-palladium(II) dichloromethane adduct in a mixture of 1,4-dioxane, water and 2 M aqueous sodium carbonate solution to give the title compound as a light yellow foam, MS (ESI−): m/z=465.1 [M−H]−. Yields the product OC(CNC1=CC=C(C=C1)Cl)C (N-(β-hydroxypropyl)-4-chloro-aniline). Procedure details: 4-Chloroaniline is reacted with 1,2-epoxypropane as described in Example 3, Method (b), point (a) to obtain N-(β-hydroxypropyl)-4-chloro-aniline with a yield of 61.0%; b.p.: 158°-164° C./0.3 mm Hg. Isolated yield 61.0%. RXN SMILES: [Cl:1][C:2]1[CH:8]=[CH:7][C:5]([NH2:6])=[CH:4][CH:3]=1.[O:9]1[CH:11]([CH3:12])[CH2:10]1>>[OH:9][CH:11]([CH3:12])[CH2:10][NH:6][C:5]1[CH:7]=[CH:8][C:2]([Cl:1])=[CH:3][CH:4]=1. The reactants are ClC1=CC=C(N)C=C1 (4-Chloroaniline), O1CC1C (1,2-epoxypropane), ( a ). The reactants are OCCCN1CCN(CC1)CCCCCC(=O)NC=1C=C(C=C2C(=CC=NC12)C)OC (4-(3-hydroxypropyl)-N-(6-methoxy-4-methyl-8-quinolinyl)-1-piperazinehexanamide), [OH-].[Na+] (sodium hydroxide), [Cl-].[Al+3].[Cl-].[Cl-] (aluminum chloride), [H-].[Al+3].[Li+].[H-].[H-].[H-] (lithium aluminum hydride). Run in O1CCCC1 (tetrahydrofuran), O (water), O1CCCC1 (tetrahydrofuran), O1CCCC1 (tetrahydrofuran). Yields the product COC=1C=C2C(=CC=NC2=C(C1)NCCCCCCN1CCN(CC1)CCCO)C (4-[6-[(6-Methoxy-4-methyl-8-quinolinyl)amino]hexyl]-1-piperazine-propanol). The yield is 49.2%. RXN SMILES: [Cl-].[Al+3].[Cl-].[Cl-].[H-].[Al+3].[Li+].[H-].[H-].[H-].[OH:11][CH2:12][CH2:13][CH2:14][N:15]1[CH2:20][CH2:19][N:18]([CH2:21][CH2:22][CH2:23][CH2:24][CH2:25][C:26]([NH:28][C:29]2[CH:30]=[C:31]([O:40][CH3:41])[CH:32]=[C:33]3[C:38]=2[N:37]=[CH:36][CH:35]=[C:34]3[CH3:39])=O)[CH2:17][CH2:16]1.[OH-].[Na+]>O1CCCC1.O>[CH3:41][O:40][C:31]1[CH:32]=[C:33]2[C:38](=[C:29]([NH:28][CH2:26][CH2:25][CH2:24][CH2:23][CH2:22][CH2:21][N:18]3[CH2:19][CH2:20][N:15]([CH2:14][CH2:13][CH2:12][OH:11])[CH2:16][CH2:17]3)[CH:30]=1)[N:37]=[CH:36][CH:35]=[C:34]2[CH3:39] |f:0.1.2.3,4.5.6.7.8.9,11.12|. Reported procedure: A cold (-40°) slurry of 1.8 g (0.0135 mole) of anhydrous aluminum chloride in 60 ml of tetrahydrofuran was added to an equally cold suspension of 1.5 g (0.039 mole) of lithium aluminum hydride in 30 ml of tetrahydrofuran. The mixture was stirred and allowed to warm to -10°. To it was added dropwise a solution of 4.4 g (0.0103 mole) of 4-(3-hydroxypropyl)-N-(6-methoxy-4-methyl-8-quinolinyl)-1-piperazinehexanamide in 15 ml of tetrahydrofuran. The mixture was stirred for 2 hr, then treated with 7 m... Reactants: BrC=1C=NN(C1)C1CN(CCC1)C(=O)OC(C)(C)C (tert-butyl 3-(4-bromo-1H-pyrazol-1-yl)piperidine-1-carboxylate), N1=CC=C(C=C1)C1=NN(C2=CC=C(C=C12)B1OC(C(O1)(C)C)(C)C)C(C1=CC=CC=C1)(C1=CC=CC=C1)C1=CC=CC=C1 (3-(pyridin-4-yl)-5-(4,4,5,5-tetramethyl-1,3,2-dioxaborolan-2-yl)-1-trityl-1H-indazole), P(=O)([O-])([O-])[O-].[K+].[K+].[K+] (potassium phosphate). Reagents/catalysts: C1=CC=C(C=C1)P([C-]2C=CC=C2)C3=CC=CC=C3.C1=CC=C(C=C1)P([C-]2C=CC=C2)C3=CC=CC=C3.Cl[Pd]Cl.[Fe+2] (PdCl2(dppf)). The solvent is O1CCOCC1 (dioxane), O (water). Run at temperature 80 celsius, time 24 hour. The product is N1=CC=C(C=C1)C1=NN(C2=CC=C(C=C12)C=1C=NN(C1)C1CN(CCC1)C(=O)OC(C)(C)C)C(C1=CC=CC=C1)(C1=CC=CC=C1)C1=CC=CC=C1 (tert-butyl 3-(4-(3-(pyridin-4-yl)-1-trityl-1H-indazol-5-yl)-1H-pyrazol-1-yl)piperidine-1-carboxylate). The yield is 30.6%. Reaction SMILES: Br[C:2]1[CH:3]=[N:4][N:5]([CH:7]2[CH2:12][CH2:11][CH2:10][N:9]([C:13]([O:15][C:16]([CH3:19])([CH3:18])[CH3:17])=[O:14])[CH2:8]2)[CH:6]=1.[N:20]1[CH:25]=[CH:24][C:23]([C:26]2[C:34]3[C:29](=[CH:30][CH:31]=[C:32](B4OC(C)(C)C(C)(C)O4)[CH:33]=3)[N:28]([C:44]([C:57]3[CH:62]=[CH:61][CH:60]=[CH:59][CH:58]=3)([C:51]3[CH:56]=[CH:55][CH:54]=[CH:53][CH:52]=3)[C:45]3[CH:50]=[CH:49][CH:48]=[CH:47][CH:46]=3)[N:27]=2)=[CH:22][CH:21]=1.P([O-])([O-])([O-])=O.[K+].[K+].[K+]>O1CCOCC1.O.C1C=CC(P(C2C=CC=CC=2)[C-]2C=CC=C2)=CC=1.C1C=CC(P(C2C=CC=CC=2)[C-]2C=CC=C2)=CC=1.Cl[Pd]Cl.[Fe+2]>[N:20]1[CH:25]=[CH:24][C:23]([C:26]2[C:34]3[C:29](=[CH:30][CH:31]=[C:32]([C:2]4[CH:3]=[N:4][N:5]([CH:7]5[CH2:12][CH2:11][CH2:10][N:9]([C:13]([O:15][C:16]([CH3:19])([CH3:18])[CH3:17])=[O:14])[CH2:8]5)[CH:6]=4)[CH:33]=3)[N:28]([C:44]([C:51]3[CH:52]=[CH:53][CH:54]=[CH:55][CH:56]=3)([C:45]3[CH:46]=[CH:47][CH:48]=[CH:49][CH:50]=3)[C:57]3[CH:62]=[CH:61][CH:60]=[CH:59][CH:58]=3)[N:27]=2)=[CH:22][CH:21]=1 |f:2.3.4.5,8.9.10.11|. Procedure: To tert-butyl 3-(4-bromo-1H-pyrazol-1-yl)piperidine-1-carboxylate (0.66 g, 2 mmol) and 3-(pyridin-4-yl)-5-(4,4,5,5-tetramethyl-1,3,2-dioxaborolan-2-yl)-1-trityl-1H-indazole (1.13 g, 2 mmol) in dioxane (8 mL) and water (2 mL) was added potassium phosphate (848 mg, 4 mmol) and PdCl2(dppf) (120 mg, 0.16 mmol). The reaction mixture was stirred at 80° C. for 24 h. After filtered through a pad of celite, and washed with EtOAc, the filtrate was washed with brine, dried and concentrated. The crude mixtu... Reactants: C(C1=CC=CC=C1)N1CC(CC1)(O)C1=C(C(=CC=C1)Cl)F ((+)-1-benzyl-3-(3-chloro-2-fluorophenyl)pyrrolidin-3-ol), ICC (iodoethane). The solvent is CN(C=O)C (dimethyl formamide). Conditions: temperature 80 celsius. Product: ClC=1C(=C(C=CC1)C1(CN(CC1)CC)O)F ((+)-3-(3-CHLORO-2-FLUOROPHENYL)-1-ETHYLPYRROLIDIN-3-OL). Yield: 53.2%. As a reaction SMILES: [CH2:1]([N:8]1[CH2:12][CH2:11][C:10]([C:14]2[CH:19]=[CH:18][CH:17]=[C:16]([Cl:20])[C:15]=2[F:21])([OH:13])[CH2:9]1)[C:2]1C=CC=CC=1.ICC>CN(C)C=O>[Cl:20][C:16]1[C:15]([F:21])=[C:14]([C:10]2([OH:13])[CH2:11][CH2:12][N:8]([CH2:1][CH3:2])[CH2:9]2)[CH:19]=[CH:18][CH:17]=1. Procedure details: In a sealed tube a mixture of (+)-1-benzyl-3-(3-chloro-2-fluorophenyl)pyrrolidin-3-ol (0.31 g, 1.01 mmol), dimethyl formamide (3 mL) and iodoethane (0.16 mL, 2.02 mmol) was heated under microwave irradiation at 80° C. for 2×15 minutes. The resulting mixture was evaporated, morpholine (2 mL) was added and the mixture was heated under microwave irradiation at 130° C. for 30 minutes. Aqueous LiCl (5%, 50 mL) was added and the aqueous phase was extracted with ethyl acetate (2×50 mL, dried (Na2SO4) a...